The task is: describe an organic reaction: reactants, conditions, products, and yield. This data is from the Open Reaction Database (ORD), a public repository of structured organic reaction records. Reactants: [N+](=O)([O-])C=1C=C(C=CC1)C(=C)OS(=O)(=O)C(F)(F)F (1-(3-nitro-phenyl)vinyltriflate), C(CCC)[Li] (n-butyllithium), IC1=CC=C2C(=NN(C2=C1)COCC[Si](C)(C)C)C=CC1=CC=CC=C1 (6-iodo-3-styryl-1-[2-(trimethyl-silanyl)-ethoxymethyl]-1H-indazole). Reagents/catalysts: C=1C=CC(=CC1)[P](C=2C=CC=CC2)(C=3C=CC=CC3)[Pd]([P](C=4C=CC=CC4)(C=5C=CC=CC5)C=6C=CC=CC6)([P](C=7C=CC=CC7)(C=8C=CC=CC8)C=9C=CC=CC9)[P](C=1C=CC=CC1)(C=1C=CC=CC1)C=1C=CC=CC1 (Pd(PPh3)4), [Cl-].[Zn+2].[Cl-] (zinc chloride). The solvent is C1CCOC1 (THF). Conditions: temperature 23 celsius, time 20 minute. Yields the product [N+](=O)([O-])C=1C=C(C=CC1)C(=C)C1=CC=C2C(=NN(C2=C1)COCC[Si](C)(C)C)C=CC1=CC=CC=C1 (6-(1-(3-nitrophenyl)-vinyl)-3-styryl-1-[2-(trimethyl-silanyl)-ethoxymethyl]-1H-indazole). Yield: 52.0%. As a reaction SMILES: I[C:2]1[CH:10]=[C:9]2[C:5]([C:6]([CH:19]=[CH:20][C:21]3[CH:26]=[CH:25][CH:24]=[CH:23][CH:22]=3)=[N:7][N:8]2[CH2:11][O:12][CH2:13][CH2:14][Si:15]([CH3:18])([CH3:17])[CH3:16])=[CH:4][CH:3]=1.C([Li])CCC.[N+:32]([C:35]1[CH:36]=[C:37]([C:41](OS(C(F)(F)F)(=O)=O)=[CH2:42])[CH:38]=[CH:39][CH:40]=1)([O-:34])=[O:33]>C1COCC1.[Cl-].[Zn+2].[Cl-].C1C=CC([P]([Pd]([P](C2C=CC=CC=2)(C2C=CC=CC=2)C2C=CC=CC=2)([P](C2C=CC=CC=2)(C2C=CC=CC=2)C2C=CC=CC=2)[P](C2C=CC=CC=2)(C2C=CC=CC=2)C2C=CC=CC=2)(C2C=CC=CC=2)C2C=CC=CC=2)=CC=1>[N+:32]([C:35]1[CH:36]=[C:37]([C:41]([C:2]2[CH:10]=[C:9]3[C:5]([C:6]([CH:19]=[CH:20][C:21]4[CH:22]=[CH:23][CH:24]=[CH:25][CH:26]=4)=[N:7][N:8]3[CH2:11][O:12][CH2:13][CH2:14][Si:15]([CH3:18])([CH3:17])[CH3:16])=[CH:4][CH:3]=2)=[CH2:42])[CH:38]=[CH:39][CH:40]=1)([O-:34])=[O:33] |f:4.5.6,^1:62,64,83,102|. Reported procedure: To a solution of 6-iodo-3-styryl-1-[2-(trimethyl-silanyl)-ethoxymethyl]-1H-indazole, prepared in Example 14, step (i), (330 mg, 0.693 mmol) in THF (3.0 mL) at −78° C. was added n-butyllithium (0.56 mL, 1.5 M, 1.2 equiv). After 20 min, this solution was then added to anhydrous zinc chloride (170 mg) and the mixture was warmed to 23° C. and stirred for 15 min. To this mixture was added 1-(3-nitro-phenyl)vinyltriflate (146 μL, 1.05 equiv) and Pd(PPh3)4 (40 mg, 0.05 equiv). This mixture was stirred ... The reactants are Cl[Sn]Cl (SnCl2), Cl[Sn](Cl)(Cl)Cl (SnCl4), C1(=CC=CC=C1)O (phenol), C=O (paraformaldehyde). The product is C(C=1C(O)=CC=CC1)=O (salicylaldehyde), ( 3 ). Reaction SMILES: [C:1]1([OH:7])[CH:6]=[CH:5][CH:4]=[CH:3][CH:2]=1.[CH2:8]=[O:9].Cl[Sn]Cl.Cl[Sn](Cl)(Cl)Cl>>[CH:8](=[O:9])[C:2]1[C:1](=[CH:6][CH:5]=[CH:4][CH:3]=1)[OH:7]. Reported procedure: The reaction in the step (I) is carried out by reacting a phenol derivative, a base and paraformaldehyde in the presence of SnCl2 and/or SnCl4 in an organic solvent at 0-85° C. to the conversion of 30-80%, preferably 50-80% and then to complete the reaction at 95-105° C. to give a salicylaldehyde derivative of the formula (3) in a high yield and in a high selectivity. The reactants are C(C)(C)(C)OC(=O)NC[C@@H]1CC[C@H](CC1)C(C)O[Si](C)(C)C(C)(C)C (trans-N-t-butoxycarbonyl-4-(1-t-butyldimethylsilyloxyethyl)cyclohexylmethylamine), [F-].C(CCC)[N+](CCCC)(CCCC)CCCC (tetrabutylammonium fluoride), C(C)(=O)OCC (ethyl acetate), [F-].C(CCC)[N+](CCCC)(CCCC)CCCC (tetrabutylammonium fluoride). Solvent: O1CCCC1 (tetrahydrofuran). Product: C(C)(C)(C)OC(=O)NC[C@@H]1CC[C@H](CC1)C(C)O (Trans-N-t-butoxycarbonyl-4-(1-hydroxyethyl)cyclohexylmethylamine). The yield is 77.9%. Reaction SMILES: [C:1]([O:5][C:6]([NH:8][CH2:9][C@H:10]1[CH2:15][CH2:14][C@H:13]([CH:16]([O:18][Si](C(C)(C)C)(C)C)[CH3:17])[CH2:12][CH2:11]1)=[O:7])([CH3:4])([CH3:3])[CH3:2].[F-].C([N+](CCCC)(CCCC)CCCC)CCC.C(OCC)(=O)C>O1CCCC1>[C:1]([O:5][C:6]([NH:8][CH2:9][C@H:10]1[CH2:11][CH2:12][C@H:13]([CH:16]([OH:18])[CH3:17])[CH2:14][CH2:15]1)=[O:7])([CH3:3])([CH3:4])[CH3:2] |f:1.2|. Procedure details: In 20 ml of dry tetrahydrofuran was dissolved 1.3 g of trans-N-t-butoxycarbonyl-4-(1-t-butyldimethylsilyloxyethyl)cyclohexylmethylamine, and 5.25 ml of tetrabutylammonium fluoride (1.0M tetrahydrofuran solution) were added dropwise thereto with stirring under ice-cooling, and the mixture was stirred at room temperature for 55 minutes. Then, 5.0 ml of tetrabutylammonium fluoride (1.0M tetrahydrofuran solution) were added dropwise thereto and the mixture was stirred at room temperature overnight a... Reactants: ClC=1C=C(C=C(C(=O)NC2=C3C=CNC3=CC=C2)C1)O (5-chloro-3-hydroxy-N-(1H-indol-4-yl)-benzamide), C([O-])([O-])=O.[K+].[K+] (potassium carbonate), C(Cl)C1CO1 (epichlorohydrin). The solvent is CC(=O)C (acetone). The product is ClC=1C=CCC(C(=O)NC2=C3C=CNC3=CC=C2)(C1)OCC1OC1 (5-chloro-1-[(2-oxiranyl)-methoxy]-N-(1H-indol-4-yl)-benzamide). RXN SMILES: [Cl:1][C:2]1[CH:3]=[C:4](O)[CH:5]=[C:6]([CH:19]=1)[C:7]([NH:9][C:10]1[CH:18]=[CH:17][CH:16]=[C:15]2[C:11]=1[CH:12]=[CH:13][NH:14]2)=[O:8].[C:21](=[O:24])([O-])[O-].[K+].[K+].C([CH:29]1[O:31][CH2:30]1)Cl>CC(C)=O>[Cl:1][C:2]1[CH:3]=[CH:4][CH2:5][C:6]([O:31][CH2:30][CH:29]2[CH2:21][O:24]2)([CH:19]=1)[C:7]([NH:9][C:10]1[CH:18]=[CH:17][CH:16]=[C:15]2[C:11]=1[CH:12]=[CH:13][NH:14]2)=[O:8] |f:1.2.3|. Procedure: Using the procedure of Step D of Example 52, 3 g of the product of Step A, 100 ml of acetone, 1.47 g of potassium carbonate and 8.3 ml of epichlorohydrin were reacted to obtain 3.35 g of 5-chloro-1-[(2-oxiranyl)-methoxy]-N-(1H-indol-4-yl)-benzamide melting at 175° C.